Dataset: the Open Reaction Database (ORD), a public repository of structured organic reaction records. Task: describe an organic reaction: reactants, conditions, products, and yield Starting materials: C(C)(=O)OCC (ethyl acetate), COC([C@@H](NC(=O)C1=C(C=CC=C1C)Cl)CC1=CC=C(C=C1)C=1C(N(C=C(C1)Cl)C)=O)=O (N-[(2-chloro-6-methylphenyl)carbonyl]-4-(5-chloro-1-methyl-2-oxo-3-pyridinyl)-L-phenylalanine methyl ester), O.[OH-].[Li+] (lithium hydroxide monohydrate). Solvent: C1CCOC1 (THF), C1CCOC1 (THF), O (water). Reaction conditions: time 1 hour. Product: ClC1=C(C(=CC=C1)C)C(=O)N[C@@H](CC1=CC=C(C=C1)C=1C(N(C=C(C1)Cl)C)=O)C(=O)O (N-[(2-chloro-6-methylphenyl)carbonyl]-4-(5-chloro-1-methyl-2-oxo-3-pyridinyl)-L-phenylalanine). Yield: 80.6%. Reaction SMILES: C[O:2][C:3](=[O:32])[C@H:4]([CH2:16][C:17]1[CH:22]=[CH:21][C:20]([C:23]2[C:24](=[O:31])[N:25]([CH3:30])[CH:26]=[C:27]([Cl:29])[CH:28]=2)=[CH:19][CH:18]=1)[NH:5][C:6]([C:8]1[C:13]([CH3:14])=[CH:12][CH:11]=[CH:10][C:9]=1[Cl:15])=[O:7].O.[OH-].[Li+].C(OCC)(=O)C>C1COCC1.O>[Cl:15][C:9]1[CH:10]=[CH:11][CH:12]=[C:13]([CH3:14])[C:8]=1[C:6]([NH:5][C@H:4]([C:3]([OH:32])=[O:2])[CH2:16][C:17]1[CH:22]=[CH:21][C:20]([C:23]2[C:24](=[O:31])[N:25]([CH3:30])[CH:26]=[C:27]([Cl:29])[CH:28]=2)=[CH:19][CH:18]=1)=[O:7] |f:1.2.3|. Procedure details: A solution of N-[(2-chloro-6-methylphenyl)carbonyl]-4-(5-chloro-1-methyl-2-oxo-3-pyridinyl)-L-phenylalanine methyl ester (51 mg, 0.108 mmol) in THF (3 mL) was treated with a solution of lithium hydroxide monohydrate (18 mg, 0.43 mmol) in water (1.0 mL). Additional THF was added to effect a clear solution and the reaction mixture was stirred 1 hr. TLC (ethyl acetate) indicated starting material was consumed. A few drops of acetic were added and the entire reaction mixture was applied to a 4×30 cm... Starting materials: [H-].C(C)(C)(C)O[Al](OC(C)(C)C)OC(C)(C)C.[Li+] (lithium tri-t-butoxy-aluminum hydride), C(C)(=O)O.C(C)(=O)O.O[C@@H]1[C@]2(C)[C@@H](CC1)[C@@H]1CCC3=CC(CC[C@]3(CO)[C@H]1CC2)=O (17β,19-dihydroxyandrost-4-en-3-one diacetate), C(=O)([O-])C(O)C(O)C(=O)[O-].[K+].[Na+] (sodium potassium tartrate). The solvent is O1CCCC1 (tetrahydrofuran), O1CCCC1 (tetrahydrofuran). Conditions: temperature 20 celsius, time 18 hour. Yields the product C(C)(=O)O[C@@H]1[C@]2(C)[C@@H](CC1)[C@@H]1CCC3=C[C@H](CC[C@]3(COC(C)=O)[C@H]1CC2)O (androst-4-ene-3β,17β,19-triol 17,19-diacetate). RXN SMILES: [H-].C(O[Al](OC(C)(C)C)OC(C)(C)C)(C)(C)C.[Li+].[C:19]([OH:22])(=[O:21])[CH3:20].[C:23]([OH:26])(=[O:25])[CH3:24].O[C@H:28]1[CH2:33][CH2:32][C@H:31]2[C@H:34]3[C@H:45]([CH2:46][CH2:47][C@:29]12[CH3:30])[C@:42]1([CH2:43]O)[C:37](=[CH:38][C:39](=[O:48])[CH2:40][CH2:41]1)[CH2:36][CH2:35]3.C(C(C(C([O-])=O)O)O)([O-])=O.[K+].[Na+]>O1CCCC1>[C:19]([O:22][C@H:28]1[CH2:33][CH2:32][C@H:31]2[C@H:34]3[C@H:45]([CH2:46][CH2:47][C@:29]12[CH3:30])[C@:42]1([CH2:43][O:25][C:23](=[O:26])[CH3:24])[C:37](=[CH:38][C@@H:39]([OH:48])[CH2:40][CH2:41]1)[CH2:36][CH2:35]3)(=[O:21])[CH3:20] |f:0.1.2,3.4.5,6.7.8|. Reported procedure: To a solution of lithium tri-t-butoxy-aluminum hydride in tetrahydrofuran is added a tetrahydrofuran solution of 17β,19-dihydroxyandrost-4-en-3-one diacetate. The resulting mixture is stirred at 20° C. for a period of 18 hours after which is added an aqueous solution of sodium potassium tartrate. The mixture is filtered and concentrated to a small volume under reduced pressure. The concentrate is taken up in ether and washed well with water. The combined ether extracts are dried over magnesium s...